describe an organic reaction: reactants, conditions, products, and yield From a dataset of the Open Reaction Database (ORD), a public repository of structured organic reaction records. The reactants are COC1=CSC=C1OC (3,4-dimethoxythiophene), C(C(CCCCCCCCCC)O)O (racemic 1,2-dodecanediol). The product is C(CCCCCCCCC)C1COC=2C(O1)=CSC2 (Racemic 2-n-decyl-2,3-dihydro-thieno[3,4-b][1,4]dioxine). RXN SMILES: [CH3:1][O:2][C:3]1[C:7]([O:8][CH3:9])=[CH:6][S:5][CH:4]=1.[CH2:10](O)[CH:11](O)[CH2:12][CH2:13][CH2:14][CH2:15][CH2:16][CH2:17][CH2:18][CH2:19]CC>>[CH2:10]([CH:1]1[O:2][C:3]2=[CH:4][S:5][CH:6]=[C:7]2[O:8][CH2:9]1)[CH2:11][CH2:12][CH2:13][CH2:14][CH2:15][CH2:16][CH2:17][CH2:18][CH3:19]. Procedure details: Racemic 2-n-decyl-2,3-dihydro-thieno[3,4-b][1,4]dioxine was synthesized by transetherification of 3,4-dimethoxythiophene with racemic 1,2-dodecanediol as described in EXAMPLE 1. It was characterized by GC-MS and H-NMR-spectroscopy, and exhibited no optical rotation. Starting materials: P(OC)(OC)[O-] (dimethyl phosphite), O (water), C(CCC)OCCCN (3-butyloxypropyl amine). Run in CO (methanol), CO (methanol). Yields the product COP=O.C(CCC)OCCC[NH3+] (3-butyloxypropyl-ammoniummethyl phosphanate). The yield is 89.4%. Reaction SMILES: [P:1]([O-])([O:4]C)[O:2][CH3:3].O.[CH2:8]([O:12][CH2:13][CH2:14][CH2:15][NH2:16])[CH2:9][CH2:10][CH3:11]>CO>[CH3:3][O:2][P:1]=[O:4].[CH2:8]([O:12][CH2:13][CH2:14][CH2:15][NH3+:16])[CH2:9][CH2:10][CH3:11] |f:4.5|. Procedure details: A mixture of 11 g. (0.1 moles) of dimethyl phosphite, 20 ml. of water and 20 ml. of methanol is reacted with a mixture of 13.12 g. (0.1 moles) of 3-butyloxypropyl amine and 30 ml. of methanol as described in Example 1. 22.6 g. of 3-butyloxypropyl-ammoniummethyl phosphanate are obtained. Yield: 89.4%. nD30 =1.4420